This data is from the Open Reaction Database (ORD), a public repository of structured organic reaction records. The task is: describe an organic reaction: reactants, conditions, products, and yield The reactants are FC(S(=O)(=O)OC1=C(C(=C(C=C1C(C)=O)Cl)C)[N+](=O)[O-])(F)F (6-acetyl-4-chloro-3-methyl-2-nitrophenyl trifluoromethanesulfonate), FC=1C=C(C=C(C1)F)B(O)O ((3,5-difluorophenyl)boronic acid), N#N (N2). Reagents/catalysts: C=1C=CC(=CC1)[P](C=2C=CC=CC2)(C=3C=CC=CC3)[Pd]([P](C=4C=CC=CC4)(C=5C=CC=CC5)C=6C=CC=CC6)([P](C=7C=CC=CC7)(C=8C=CC=CC8)C=9C=CC=CC9)[P](C=1C=CC=CC1)(C=1C=CC=CC1)C=1C=CC=CC1 (tetrakis(triphenylphosphine)palladium(0)). The solvent is C1(=CC=CC=C1)C (toluene), C([O-])(O)=O.[Na+] (sodium bicarbonate), O (water). Run at temperature 80 celsius. Product: ClC1=CC(=C(C(=C1C)[N+](=O)[O-])C1=CC(=CC(=C1)F)F)C(C)=O (1-(4-Chloro-3′,5′-difluoro-5-methyl-6-nitrobiphenyl-2-yl)ethanone). RXN SMILES: FC(F)(F)S(O[C:7]1[C:12]([C:13](=[O:15])[CH3:14])=[CH:11][C:10]([Cl:16])=[C:9]([CH3:17])[C:8]=1[N+:18]([O-:20])=[O:19])(=O)=O.[F:23][C:24]1[CH:25]=[C:26](B(O)O)[CH:27]=[C:28]([F:30])[CH:29]=1.N#N>C1(C)C=CC=CC=1.C(=O)(O)[O-].[Na+].O.C1C=CC([P]([Pd]([P](C2C=CC=CC=2)(C2C=CC=CC=2)C2C=CC=CC=2)([P](C2C=CC=CC=2)(C2C=CC=CC=2)C2C=CC=CC=2)[P](C2C=CC=CC=2)(C2C=CC=CC=2)C2C=CC=CC=2)(C2C=CC=CC=2)C2C=CC=CC=2)=CC=1>[Cl:16][C:10]1[C:9]([CH3:17])=[C:8]([N+:18]([O-:20])=[O:19])[C:7]([C:26]2[CH:25]=[C:24]([F:23])[CH:29]=[C:28]([F:30])[CH:27]=2)=[C:12]([C:13](=[O:15])[CH3:14])[CH:11]=1 |f:4.5,^1:52,54,73,92|. Reported procedure: A biphasic solution of 6-acetyl-4-chloro-3-methyl-2-nitrophenyl trifluoromethanesulfonate (9.6 g, 26 mmol) and (3,5-difluorophenyl)boronic acid (5.0 g, 32 mmol) in toluene (100 mL) and saturated sodium bicarbonate in water (100 mL) was bubbled with N2 to degas. After tetrakis(triphenylphosphine)palladium(0) (1.22 g, 1.06 mmol) was added, the mixture was bubbled with N2 for 5 min. more and heated at 80° C. for 2 hours. The mixture was cooled to room temperature and diluted with ethyl acetate. The... The reactants are 16.3, Cl.C(C)NCC (diethylamine hydrochloride), P(O)(O)O (orthophosphorous acid), C(C=O)(=O)O (glyoxylic acid), Cl (hydrochloric acid). Yields the product 28, O.Cl.C(C)N(CC)OP(=O)(O)CC(=O)O (2-diethylaminophosphonoacetic acid hydrochloride monohydrate). Reaction SMILES: [ClH:1].[CH2:2]([NH:4][CH2:5][CH3:6])[CH3:3].[P:7]([OH:10])([OH:9])[OH:8].[C:11]([OH:15])(=[O:14])[CH:12]=O.Cl>>[OH2:8].[ClH:1].[CH2:2]([N:4]([O:8][P:7]([CH2:12][C:11]([OH:15])=[O:14])([OH:10])=[O:9])[CH2:5][CH3:6])[CH3:3] |f:0.1,5.6.7|. Procedure: A solution of 16.3 parts by weight of diethylamine hydrochloride, 16.6 parts by weight or orthophosphorous acid, and 29.6 parts by weight of glyoxylic acid (50% aqueous solution) in 50 parts by volume of 18% hydrochloric acid is heated to reflux for 18 hours. Volatile material is then removed by vacuum distillation and the residual oil triturated with acetone to remove impurities. In this way, there are obtained 28 parts by weight of 2-diethylaminophosphonoacetic acid hydrochloride monohydrate h...